This data is from the Open Reaction Database (ORD), a public repository of structured organic reaction records. The task is: describe an organic reaction: reactants, conditions, products, and yield Starting materials: C1(=CC=CC=C1)C(CNC(CCC1=C(C=CC=C1)OC)=O)NC(C1=CC=CC=C1)(C1=CC=CC=C1)C1=CC=CC=C1 (1-phenyl-1-(tritylamino)-2-[N-(2-methoxybenzyl)acetylamino]ethane), intermediate, C(=O)O (Formic acid). Solvent: C(Cl)Cl (methylene chloride). Conditions: temperature 0 celsius, time 2.5 hour. Yields the product COC1=C(CN2C(=NC(C2)C2=CC=CC=C2)C)C=CC=C1 (1-(2-methoxybenzyl)-2-methyl-4-phenyl-2-imidazoline). Reaction SMILES: [C:1]1([CH:7]([NH:22][C:23]([C:36]2C=CC=CC=2)(C2C=CC=CC=2)C2C=CC=CC=2)[CH2:8][NH:9][C:10](=O)[CH2:11][CH2:12][C:13]2[CH:18]=[CH:17][CH:16]=CC=2OC)[CH:6]=[CH:5][CH:4]=[CH:3][CH:2]=1.[CH:42](O)=[O:43]>C(Cl)Cl>[CH3:42][O:43][C:16]1[CH:17]=[CH:18][CH:13]=[CH:12][C:11]=1[CH2:10][N:9]1[CH2:8][CH:7]([C:1]2[CH:2]=[CH:3][CH:4]=[CH:5][CH:6]=2)[N:22]=[C:23]1[CH3:36]. Procedure: The 1-phenyl-1-(tritylamino)-2-[N-(2-methoxybenzyl)acetylamino]ethane, prepared as described in Preparation 1, supra, was detritylated and cyclized by dissolving the intermediate (8.0 g, 14.8 mmol) in 250 ml of methylene chloride and cooling this solution to 0° C. under a nitrogen atmosphere. Formic acid (5.7 ml, 148 mmol) was then added and the reaction mixture was warmed to room temperature and then stirred for 2.5 hours. The progress of the reaction was monitored by thin layer chromatography. Reactants: CN(C1=C(C=C(C=C1)C1=NC(=NO1)C1=CC(=C(C(=O)OC)C=C1)F)[N+](=O)[O-])C (methyl 4-{5-[4-(dimethylamino)-3-nitrophenyl]-1,2,4-oxadiazol-3-yl}-2-fluorobenzoate), stannous chloride dihydrate. Solvent: CCO (EtOH), C(=O)(O)[O-].[Na+] (NaHCO3). Run at temperature 70 celsius, time 3 hour. Yields the product NC=1C=C(C=CC1N(C)C)C1=NC(=NO1)C1=CC(=C(C(=O)OC)C=C1)F (methyl 4-{5-[3-amino-4-(dimethylamino)phenyl]-1,2,4-oxadiazol-3-yl}-2-fluorobenzoate). RXN SMILES: [CH3:1][N:2]([CH3:28])[C:3]1[CH:8]=[CH:7][C:6]([C:9]2[O:13][N:12]=[C:11]([C:14]3[CH:23]=[CH:22][C:17]([C:18]([O:20][CH3:21])=[O:19])=[C:16]([F:24])[CH:15]=3)[N:10]=2)=[CH:5][C:4]=1[N+:25]([O-])=O>CCO.C([O-])(O)=O.[Na+]>[NH2:25][C:4]1[CH:5]=[C:6]([C:9]2[O:13][N:12]=[C:11]([C:14]3[CH:23]=[CH:22][C:17]([C:18]([O:20][CH3:21])=[O:19])=[C:16]([F:24])[CH:15]=3)[N:10]=2)[CH:7]=[CH:8][C:3]=1[N:2]([CH3:1])[CH3:28] |f:2.3|. Procedure details: To a suspension of methyl 4-{5-[4-(dimethylamino)-3-nitrophenyl]-1,2,4-oxadiazol-3-yl}-2-fluorobenzoate obtained in step 1 (150 mg; 0.39 mmol) in EtOH (15 mL) was added stannous chloride dihydrate (438.05 mg; 1.94 mmol) and stirred at 70° C. for 3 h, then at RT for 16 h. After this time, the solution was diluted with a saturated aqueous solution of NaHCO3 (75 mL) and extracted with EtOAc (100 mL). The combined organic layers were washed with brine (50 mL), dried over magnesium sulfate and concen... Starting materials: CCO, COc1cc(C(=O)C(C(=O)c2cccc(S(=O)(=O)NC(=N)C(C)(C)O)c2)=C2Nc3ccccc3N2)ccn1, C1COCCO1. Yields the product CC(C)(O)C(=N)NS(=O)(=O)c1cccc(C(=O)C(C(=O)c2cc[nH]c(=O)c2)=C2Nc3ccccc3N2)c1. Reaction SMILES: [CH3:39][CH2:40][OH:41].[NH:1]1[C:2](=[C:10]([C:11](=[O:12])[c:13]2[cH:14][c:15]([S:19](=[O:20])(=[O:21])[NH:22][C:23]([C:24]([CH3:25])([CH3:26])[OH:27])=[NH:28])[cH:16][cH:17][cH:18]2)[C:29](=[O:30])[c:31]2[cH:32][c:33]([O:37][CH3:38])[n:34][cH:35][cH:36]2)[NH:3][c:4]2[c:5]1[cH:6][cH:7][cH:8][cH:9]2.[O:42]1[CH2:43][CH2:44][O:45][CH2:46][CH2:47]1>>[NH:1]1[C:2](=[C:10]([C:11](=[O:12])[c:13]2[cH:14][c:15]([S:19](=[O:20])(=[O:21])[NH:22][C:23]([C:24]([CH3:25])([CH3:26])[OH:27])=[NH:28])[cH:16][cH:17][cH:18]2)[C:29](=[O:30])[c:31]2[cH:32][c:33](=[O:37])[nH:34][cH:35][cH:36]2)[NH:3][c:4]2[c:5]1[cH:6][cH:7][cH:8][cH:9]2. Starting materials: OC(C(=O)OC)(C)C (methyl 2-hydroxy-isobutyrate), methyl ester, [H-].[Na+] (sodium hydride), IC1=CC=C(CBr)C=C1 (4-iodobenzyl bromide), C1(=CC=CC=C1)C (toluene). Solvent: CN(C)C=O (DMF), CN(C)C=O (DMF), CN(C)C=O (DMF), O (water). Reaction conditions: temperature 22.5 celsius, time 30 minute. The product is IC1=CC=C(COC(C(=O)OC)(C)C)C=C1 (Methyl 2-[(4-iodobenzyl)oxy]-2-methylpropionate). As a reaction SMILES: [H-].[Na+].[OH:3][C:4]([CH3:10])([CH3:9])[C:5]([O:7][CH3:8])=[O:6].[I:11][C:12]1[CH:19]=[CH:18][C:15]([CH2:16]Br)=[CH:14][CH:13]=1.C1(C)C=CC=CC=1>CN(C=O)C.O>[I:11][C:12]1[CH:19]=[CH:18][C:15]([CH2:16][O:3][C:4]([CH3:10])([CH3:9])[C:5]([O:7][CH3:8])=[O:6])=[CH:14][CH:13]=1 |f:0.1|. Procedure details: To a suspension of sodium hydride (60% in parafin liquid) (2.22 g, 55.5 mmol) in DMF (25 ml) was added dropwise a solution of methyl 2-hydroxy-isobutyrate (6.44 g, 54.5 mmol) in DMF (12 ml) over a period of 20 minutes (the inner temperature: 20° C.). The reaction solution was stirred at 22-23° C. for 30 minutes (the bath temperature: 23° C.). To this reaction solution was added dropwise a solution of 4-iodobenzyl bromide (15.4 g, 51.9 mmol) in DMF (35 ml) over a period of 20 minutes (the inner t... Starting materials: CC1=CC(=C(C=2C=CN(C12)S(=O)(=O)C1=CC=C(C)C=C1)C(=O)C1=NC2=C(N1COCC[Si](C)(C)C)C=CC(=C2)C#N)C(F)(F)F (2-(7-methyl-1-tosyl-5-(trifluoromethyl)-1H-indole-4-carbonyl)-1-((2-(trimethylsilyl)ethoxy)methyl)-1H-benzo[d]imidazole-5-carbonitrile), CC1=CC(=C(C=2C=CN(C12)S(=O)(=O)C1=CC=C(C)C=C1)C(=O)C1=NC2=C(N1COCC[Si](C)(C)C)C=C(C=C2)C#N)C(F)(F)F (2-(7-methyl-1-tosyl-5-(trifluoromethyl)-1H-indole-4-carbonyl)-1-((2-(trimethylsilyl)ethoxy)methyl)-1H-benzo[d]imidazole-6-carbonitrile), 64-C. Product: OC(C)(C1=C2C=CNC2=C(C=C1C(F)(F)F)C)C1=NC2=C(N1)C=CC(=C2)C#N ((±)-2-(1-hydroxy-1-(7-methyl-5-(trifluoromethyl)-1H-indol-4-yl)ethyl)-1H-benzo[d]imidazole-5-carbonitrile). As a reaction SMILES: [CH3:1][C:2]1[C:10]2[N:9](S(C3C=CC(C)=CC=3)(=O)=O)[CH:8]=[CH:7][C:6]=2[C:5]([C:21]([C:23]2[N:27](COCC[Si](C)(C)C)[C:26]3[CH:36]=[CH:37][C:38]([C:40]#[N:41])=[CH:39][C:25]=3[N:24]=2)=[O:22])=[C:4]([C:42]([F:45])([F:44])[F:43])[CH:3]=1.[CH3:46]C1C2N(S(C3C=CC(C)=CC=3)(=O)=O)C=CC=2C(C(C2N(COCC[Si](C)(C)C)C3C=C(C#N)C=CC=3N=2)=O)=C(C(F)(F)F)C=1>>[OH:22][C:21]([C:23]1[NH:27][C:26]2[CH:36]=[CH:37][C:38]([C:40]#[N:41])=[CH:39][C:25]=2[N:24]=1)([C:5]1[C:4]([C:42]([F:43])([F:44])[F:45])=[CH:3][C:2]([CH3:1])=[C:10]2[C:6]=1[CH:7]=[CH:8][NH:9]2)[CH3:46]. Procedure details: The title compound was synthesized from a mixture of 2-(7-methyl-1-tosyl-5-(trifluoromethyl)-1H-indole-4-carbonyl)-1-((2-(trimethylsilyl)ethoxy)methyl)-1H-benzo[d]imidazole-5-carbonitrile and 2-(7-methyl-1-tosyl-5-(trifluoromethyl)-1H-indole-4-carbonyl)-1-((2-(trimethylsilyl)ethoxy)methyl)-1H-benzo[d]imidazole-6-carbonitrile using the same procedures as described in Example 64-B and 64-C. 1H NMR (400 MHz, DICHLOROMETHANE-d2 with 5% of METHANOL-d4) δ ppm 9.24 (br. s., 1H) 7.92 (s, 1H) 7.57-7.65 (... Starting materials: CCOC(=O)N1CCC(=O)CC1, CC[O-], CCO, C[N+](=O)[O-], [Na+]. As a reaction SMILES: [C:1](=[O:2])([O:3][CH2:4][CH3:5])[N:6]1[CH2:7][CH2:8][C:9](=[O:12])[CH2:10][CH2:11]1.[CH3:14][CH2:15][O-:16].[CH3:21][CH2:22][OH:23].[N+:17](=[O:18])([O-:19])[CH3:20].[Na+:13]>>[C:1](=[O:2])([O:3][CH2:4][CH3:5])[N:6]1[CH2:7][CH2:8][C:9]([OH:12])([CH2:20][N+:17](=[O:18])[O-:19])[CH2:10][CH2:11]1. Product: CCOC(=O)N1CCC(O)(C[N+](=O)[O-])CC1. The reactants are C(=O)(O)[O-].[Na+] (NaHCO3), COC=1C(=NC=CC1)[C@@H](N[S@@](=O)C(C)(C)C)C1=CC=C(C=C1)C(F)(F)F ((S)—N—((S)-(3-methoxypyridin-2-yl)(4-(trifluoromethyl)-phenyl)methyl)-2-methylpropane-2-sulfinamide), Cl (hydrochloric acid), solution, O1CCOCC1 (1,4-dioxane). Run in O (H2O), CO (MeOH), CCOC(=O)C (EtOAc). Conditions: time 2 hour. Yields the product COC=1C(=NC=CC1)[C@@H](N)C1=CC=C(C=C1)C(F)(F)F ((S)-(3-methoxypyridin-2-yl)(4-(trifluoromethyl)-phenyl)methanamine). RXN SMILES: [CH3:1][O:2][C:3]1[C:4]([C@H:9]([C:17]2[CH:22]=[CH:21][C:20]([C:23]([F:26])([F:25])[F:24])=[CH:19][CH:18]=2)[NH:10][S@](C(C)(C)C)=O)=[N:5][CH:6]=[CH:7][CH:8]=1.Cl.O1CCOCC1.C([O-])(O)=O.[Na+]>CO.CCOC(C)=O.O>[CH3:1][O:2][C:3]1[C:4]([C@H:9]([C:17]2[CH:22]=[CH:21][C:20]([C:23]([F:26])([F:24])[F:25])=[CH:19][CH:18]=2)[NH2:10])=[N:5][CH:6]=[CH:7][CH:8]=1 |f:3.4|. Procedure details: A solution of (S)—N—((S)-(3-methoxypyridin-2-yl)(4-(trifluoromethyl)-phenyl)methyl)-2-methylpropane-2-sulfinamide (0.576 g, 1.491 mmol) in MeOH (6 mL) was treated with hydrochloric acid, 4.0 M solution in 1,4-dioxane (0.75 mL, 3.00 mmol) and stirred at rt for 2 h. The reaction was concentrated on the rotary evaporator resulting in a gummy residue which was taken up in EtOAc (100 mL), saturated aqueous NaHCO3 (50 mL), and H2O (25 mL). The resulting mixture was transferred to a separatory funnel a... Starting materials: CCOC(OCC)P(=O)(Cc1ccccc1)OCC, CCOC(=O)Cl, ClCCl, Cl. Product: CCO[PH](=O)Cc1ccccc1. RXN SMILES: [CH2:1]([CH3:2])[O:3][P:4](=[O:5])([CH2:6][c:7]1[cH:8][cH:9][cH:10][cH:11][cH:12]1)[CH:13]([O:14][CH2:15][CH3:16])[O:17][CH2:18][CH3:19].[CH2:20]([O:21][C:22]([Cl:23])=[O:24])[CH3:25].[Cl:27][CH2:28][Cl:29].[ClH:26]>>[CH2:1]([CH3:2])[O:3][PH:4](=[O:5])[CH2:6][c:7]1[cH:8][cH:9][cH:10][cH:11][cH:12]1. The reactants are CC1(c2ccc(Cl)cc2)Oc2ccccc2-c2ccccc21, [CH3], CO, CC(=O)c1ccc(Cl)cc1, Oc1cccc2c1-c1ccccc1C2c1ccc(Cl)cc1, [H][H], C[N+](=O)[O-], O, O, Oc1ccccc1, O=P(O)(F)F, Oc1ccccc1-c1ccccc1. The product is c1ccc2c(c1)COc1ccccc1-2. RXN SMILES: [CH3:36][C:37]1([c:51]2[cH:52][cH:53][c:54]([Cl:55])[cH:56][cH:57]2)[c:38]2[c:39]([cH:47][cH:48][cH:49][cH:50]2)-[c:40]2[c:41]([cH:43][cH:44][cH:45][cH:46]2)[O:42]1.[CH3:59].[CH3:87][OH:88].[Cl:14][c:15]1[cH:16][cH:17][c:18]([C:19](=[O:20])[CH3:21])[cH:22][cH:23]1.[Cl:62][c:63]1[cH:64][cH:65][c:66]([CH:67]2[c:68]3[cH:69][cH:70][cH:71][c:72]([OH:73])[c:74]3-[c:75]3[c:76]2[cH:77][cH:78][cH:79][cH:80]3)[cH:81][cH:82]1.[H:60][H:61].[N+:83]([CH3:84])([O-:85])=[O:86].[O:58].[OH2:89].[OH:29][c:30]1[cH:31][cH:32][cH:33][cH:34][cH:35]1.[P:24]([F:25])([F:26])(=[O:27])[OH:28].[c:1]1(-[c:2]2[cH:3][cH:4][cH:5][cH:6][c:7]2[OH:8])[cH:9][cH:10][cH:11][cH:12][cH:13]1>>[CH2:37]1[c:38]2[c:39]([cH:47][cH:48][cH:49][cH:50]2)-[c:40]2[c:41]([cH:43][cH:44][cH:45][cH:46]2)[O:42]1.